From a dataset of the Open Reaction Database (ORD), a public repository of structured organic reaction records. describe an organic reaction: reactants, conditions, products, and yield The reactants are BrCc1ccccc1, O=C([O-])[O-], CC(C)=O, O=[N+]([O-])c1cc(O)c(Cl)cc1Cl, [K+], [K+], O. RXN SMILES: [Br:19][CH2:20][c:21]1[cH:22][cH:23][cH:24][cH:25][cH:26]1.[C:1](=[O:2])([O-:3])[O-:4].[CH3:28][C:29](=[O:30])[CH3:31].[Cl:7][c:8]1[c:9]([OH:18])[cH:10][c:11]([N+:15](=[O:16])[O-:17])[c:12]([Cl:14])[cH:13]1.[K+:5].[K+:6].[OH2:27]>>[Cl:7][c:8]1[c:9]([O:18][CH2:20][c:21]2[cH:22][cH:23][cH:24][cH:25][cH:26]2)[cH:10][c:11]([N+:15](=[O:16])[O-:17])[c:12]([Cl:14])[cH:13]1. Yields the product O=[N+]([O-])c1cc(OCc2ccccc2)c(Cl)cc1Cl. Starting materials: C1C(CC2=CC=CC=C12)=O (2-indanone), Cl.COC([C@@H](N)C)=O (L-alanine methyl ester hydrochloride). Product: Cl.COC([C@@H](NC1CC2=CC=CC=C2C1)C)=O (N-(2-indanyl)-L-alanine methyl ester hydrochloride). Reaction SMILES: [CH2:1]1[C:9]2[C:4](=[CH:5][CH:6]=[CH:7][CH:8]=2)[CH2:3][C:2]1=O.[ClH:11].[CH3:12][O:13][C:14](=[O:18])[C@H:15]([CH3:17])[NH2:16]>>[ClH:11].[CH3:12][O:13][C:14](=[O:18])[C@H:15]([CH3:17])[NH:16][CH:2]1[CH2:3][C:4]2[C:9](=[CH:8][CH:7]=[CH:6][CH:5]=2)[CH2:1]1 |f:1.2,3.4|. Procedure details: By a procedure similar to that described in Reference Example 81, 2-indanone and L-alanine methyl ester hydrochloride give N-(2-indanyl)-L-alanine methyl ester hydrochloride. Melting point: 215° C.